describe an organic reaction: reactants, conditions, products, and yield From a dataset of the Open Reaction Database (ORD), a public repository of structured organic reaction records. Starting materials: CCO, O=Cc1cc(Cl)cc(Cl)c1O, NNC(=O)c1cccc(OC(F)(F)F)c1. The product is O=C(NN=Cc1cc(Cl)cc(Cl)c1O)c1cccc(OC(F)(F)F)c1. As a reaction SMILES: [CH3:27][CH2:28][OH:29].[Cl:1][c:2]1[c:3]([OH:11])[c:4]([CH:5]=[O:6])[cH:7][c:8]([Cl:10])[cH:9]1.[F:12][C:13]([O:14][c:15]1[cH:16][c:17]([C:18](=[O:19])[NH:20][NH2:21])[cH:22][cH:23][cH:24]1)([F:25])[F:26]>>[Cl:1][c:2]1[c:3]([OH:11])[c:4]([CH:5]=[N:21][NH:20][C:18]([c:17]2[cH:16][c:15]([O:14][C:13]([F:12])([F:25])[F:26])[cH:24][cH:23][cH:22]2)=[O:19])[cH:7][c:8]([Cl:10])[cH:9]1.